Dataset: the Open Reaction Database (ORD), a public repository of structured organic reaction records. Task: describe an organic reaction: reactants, conditions, products, and yield The reactants are Cl, O=C(NC1CN2CCC1CC2)c1cc2cc(Br)ccc2o1, [Na+], CN(C)C=O, [OH-], OCc1ccc(B(O)O)cc1. The product is O=C(NC1CN2CCC1CC2)c1cc2cc(-c3ccc(CO)cc3)ccc2o1. Reaction SMILES: [ClH:14].[N:15]12[CH2:16][CH:17]([NH:23][C:24](=[O:25])[c:26]3[o:27][c:28]4[c:29]([cH:30]3)[cH:31][c:32]([Br:35])[cH:33][cH:34]4)[CH:18]([CH2:19][CH2:20]1)[CH2:21][CH2:22]2.[Na+:13].[O:36]=[CH:37][N:38]([CH3:39])[CH3:40].[OH-:12].[OH:1][CH2:2][c:3]1[cH:4][cH:5][c:6]([B:9]([OH:10])[OH:11])[cH:7][cH:8]1>>[OH:1][CH2:2][c:3]1[cH:4][cH:5][c:6](-[c:32]2[cH:31][c:29]3[c:28]([o:27][c:26]([C:24]([NH:23][CH:17]4[CH2:16][N:15]5[CH2:20][CH2:19][CH:18]4[CH2:21][CH2:22]5)=[O:25])[cH:30]3)[cH:34][cH:33]2)[cH:7][cH:8]1. Reactants: CN1C=NC=C1C=C1C=2C=CC=CC2C=2NC(C=3N(C21)C=CN3)=O (10-[(1-methylimidazol-5-yl)methylene]-5H,10H-imidazo[1,2-a]indeno[1,2-e]-pyrazin-4-one), Cl (hydrochloric acid), [H][H] (hydrogen). Reagents/catalysts: [Pd] (palladium-on-charcoal). Solvent: O (water). Product: CN1C=NC=C1CC1C=2C=CC=CC2C=2NC(C=3N(C21)C=CN3)=O (10-[(1-methylimidazol-5-yl)methyl]-5H,10H-imidazo[1,2-a]indeno[1,2-e]pyrazin-4-one). The yield is 65.2%. As a reaction SMILES: [CH3:1][N:2]1[C:6]([CH:7]=[C:8]2[C:20]3[N:19]4[CH:21]=[CH:22][N:23]=[C:18]4[C:17](=[O:24])[NH:16][C:15]=3[C:14]3[CH:13]=[CH:12][CH:11]=[CH:10][C:9]2=3)=[CH:5][N:4]=[CH:3]1.Cl.[H][H]>[Pd].O>[CH3:1][N:2]1[C:6]([CH2:7][CH:8]2[C:20]3[N:19]4[CH:21]=[CH:22][N:23]=[C:18]4[C:17](=[O:24])[NH:16][C:15]=3[C:14]3[CH:13]=[CH:12][CH:11]=[CH:10][C:9]2=3)=[CH:5][N:4]=[CH:3]1. Reported procedure: A mixture of 3.2 g of 10-[(1-methylimidazol-5-yl)methylene]-5H,10H-imidazo[1,2-a]indeno[1,2-e]-pyrazin-4-one, 60 ml of 1N hydrochloric acid and 30 ml of water is hydrogenated, at a temperature in the region of 20° C. and at a pressure of 1.7 bar of hydrogen, for 6 hours in the presence of 10% palladium-on-charcoal. The catalyst is removed by filtration under an inert atmosphere and the filtrate is brought to pH=6 with concentrated sodium hydroxide. The white precipitate formed is filtered off, w... Starting materials: CCCCCC (hexane), CC1=CC=NC=C1 (4-methylpyridine), FC1=CC=C(C(=O)OCC)C=C1 (ethyl 4-fluorobenzoate), solution, C[Si](C)(C)[N-][Si](C)(C)C.[Li+] (lithium bis(trimethylsilyl)amide). Solvent: O1CCCC1 (tetrahydrofuran), O1CCCC1 (tetrahydrofuran). Reaction conditions: time 30 minute. Product: FC1=CC=C(C=C1)C(CC1=CC=NC=C1)=O (1-(4-fluorophenyl)-2-(pyridin-4-yl)ethan-1-one). Yield: 86.1%. As a reaction SMILES: [CH3:1][C:2]1[CH:7]=[CH:6][N:5]=[CH:4][CH:3]=1.[F:8][C:9]1[CH:19]=[CH:18][C:12]([C:13](OCC)=[O:14])=[CH:11][CH:10]=1.C[Si]([N-][Si](C)(C)C)(C)C.[Li+].CCCCCC>O1CCCC1>[F:8][C:9]1[CH:19]=[CH:18][C:12]([C:13](=[O:14])[CH2:1][C:2]2[CH:7]=[CH:6][N:5]=[CH:4][CH:3]=2)=[CH:11][CH:10]=1 |f:2.3|. Reported procedure: To a solution of 4-methylpyridine (74.4 g) and ethyl 4-fluorobenzoate (134.4 g) in dry tetrahydrofuran (600 ml) was added a 1.0M solution of lithium bis(trimethylsilyl)amide in tetrahydrofuran (1.6 l) dropwise with ice cooling. The mixture was stirred at ambient temperature for 30 minutes. To the reaction mixture was added hexane (2.2 l) and the separated solid was collected, washed with hexane and dried. The obtained solid was dissolved in 3N-hydrochloric acid (800 ml) and the solution was neut...